This data is from the Open Reaction Database (ORD), a public repository of structured organic reaction records. The task is: describe an organic reaction: reactants, conditions, products, and yield Reaction SMILES: [C:1]1([CH3:16])[CH:6]=[CH:5][C:4]([C:7]([O:9][C:10]2C=CC=CC=2)=[O:8])=[CH:3][CH:2]=1.C(=O)(OC)OC.C(=O)(OC1C=CC=CC=1)OC.C(=O)(OC1C=CC=CC=1)OC1C=CC=CC=1>CC(C)[O-].CC(C)[O-].CC(C)[O-].CC(C)[O-].[Ti+4]>[C:1]1([CH3:16])[CH:2]=[CH:3][C:4]([C:7]([O:9][CH3:10])=[O:8])=[CH:5][CH:6]=1 |f:4.5.6.7.8|. Reagents/catalysts: CC([O-])C.CC([O-])C.CC([O-])C.CC([O-])C.[Ti+4] (titanium tetraisopropoxide). Procedure: Into an autoclave made of SUS316 having an internal volume of 100 ml were charged the synthesized phenyl p-toluate 30 g (141 mmole), dimethyl carbonate 6.37 g (70.7 mmole) and titanium tetraisopropoxide 0.80 g (2.83 mmole). The pressure was elevated to 20 kg/cm2 with nitrogen, and the contents were then reacted for three hours at 180° C. After completing the reaction, the reaction mixture was analyzed by gas chromatography. As a result, the yield of methyl phenyl carbonate was 18%, and the yield... Starting materials: C(OC1=CC=CC=C1)(OC1=CC=CC=C1)=O (diphenyl carbonate), C1(=CC=C(C=C1)C(=O)OC1=CC=CC=C1)C (phenyl p-toluate), C(OC)(OC)=O (dimethyl carbonate), C(OC)(OC1=CC=CC=C1)=O (methyl phenyl carbonate). The product is C1(=CC=C(C=C1)C(=O)OC)C (methyl p-toluate). Isolated yield 33.0%.